This data is from the Open Reaction Database (ORD), a public repository of structured organic reaction records. The task is: describe an organic reaction: reactants, conditions, products, and yield Starting materials: O=C([O-])[O-], C=CCBr, CN(C)C=O, [K+], [K+], CNS(=O)(=O)CC(=O)C=C(C)N. Product: C=CCN(C)S(=O)(=O)CC(=O)C=C(C)N. RXN SMILES: [C:17](=[O:18])([O-:19])[O-:20].[CH2:13]([CH:14]=[CH2:15])[Br:16].[CH3:23][N:24]([CH3:25])[CH:26]=[O:27].[K+:21].[K+:22].[NH2:1][C:2](=[CH:3][C:4]([CH2:5][S:6](=[O:7])(=[O:8])[NH:9][CH3:10])=[O:11])[CH3:12]>>[NH2:1][C:2](=[CH:3][C:4]([CH2:5][S:6](=[O:7])(=[O:8])[N:9]([CH3:10])[CH2:13][CH:14]=[CH2:15])=[O:11])[CH3:12]. The reactants are C1(=CC=CC=C1)S(=O)(=O)CC1=CC=C(C(=C1C(=O)OCC)OC)Br (ethyl 6-(benzenesulphonylmethyl)-3-bromo-2-methoxybenzoate), BrC=1C(=C(C(=O)OC)C(=CC1)CSC1=CC=CC=C1)OC (methyl 3-bromo-6-(phenylthiomethyl)-2-methoxybenzoate), BrC=1C(=C(C(=O)OC)C(=CC1)CSC1=CC=CC=C1)OC (methyl 3-bromo-6-(phenylthiomethyl)-2-methoxybenzoate). The product is C1(=CC=CC=C1)S(=O)(=O)CC1=CC=C(C(=C1C(=O)OC)OC)Br (Methyl 6-(benzenesulphonylmethyl)-3-bromo-2-methoxybenzoate). As a reaction SMILES: [C:1]1([S:7]([CH2:10][C:11]2[C:16]([C:17]([O:19][CH2:20]C)=[O:18])=[C:15]([O:22][CH3:23])[C:14]([Br:24])=[CH:13][CH:12]=2)(=[O:9])=[O:8])[CH:6]=[CH:5][CH:4]=[CH:3][CH:2]=1.BrC1C(OC)=C(C(CSC2C=CC=CC=2)=CC=1)C(OC)=O>>[C:1]1([S:7]([CH2:10][C:11]2[C:16]([C:17]([O:19][CH3:20])=[O:18])=[C:15]([O:22][CH3:23])[C:14]([Br:24])=[CH:13][CH:12]=2)(=[O:9])=[O:8])[CH:2]=[CH:3][CH:4]=[CH:5][CH:6]=1. Procedure details: Prepared by proceeding in a similar manner to Intermediate 61, starting from methyl 3-bromo-6-(phenylthiomethyl)-2-methoxybenzoate (Intermediate 80). The reactants are IC1=NN(C=C1C1=NC(=NC=C1)NC[C@H](C)O)C(C)C ((2S)-1-(4-(3-iodo-1-isopropyl-1H-pyrazol-4-yl)pyrimidin-2-ylamino)propan-2-ol), CC1=CNC2=NC=C(C=C21)B2OC(C(O2)(C)C)(C)C (3-methyl-5-(4,4,5,5-tetramethyl-1,3,2-dioxaborolan-2-yl)-1H-pyrrolo[2,3-b]pyridine), C(=O)([O-])[O-].[Na+].[Na+] (Na2CO3). Reagents/catalysts: C=1C=CC(=CC1)[P](C=2C=CC=CC2)(C=3C=CC=CC3)[Pd]([P](C=4C=CC=CC4)(C=5C=CC=CC5)C=6C=CC=CC6)([P](C=7C=CC=CC7)(C=8C=CC=CC8)C=9C=CC=CC9)[P](C=1C=CC=CC1)(C=1C=CC=CC1)C=1C=CC=CC1 (Pd(PPh3)4). Solvent: C1(=CC=CC=C1)C (toluene), CCO (EtOH). Conditions: temperature 85 celsius, time 8 hour. Product: C(C)(C)N1N=C(C(=C1)C1=NC(=NC=C1)NC[C@H](C)O)C=1C=C2C(=NC1)NC=C2C ((2S)-1-(4-(1-isopropyl-3-(3-methyl-1H-pyrrolo[2,3-b]pyridin-5-yl)-1H-pyrazol-4-yl)pyrimidin-2-ylamino)propan-2-ol). The yield is 0.0%. Reaction SMILES: I[C:2]1[C:6]([C:7]2[CH:12]=[CH:11][N:10]=[C:9]([NH:13][CH2:14][C@@H:15]([OH:17])[CH3:16])[N:8]=2)=[CH:5][N:4]([CH:18]([CH3:20])[CH3:19])[N:3]=1.[CH3:21][C:22]1[C:30]2[C:25](=[N:26][CH:27]=[C:28](B3OC(C)(C)C(C)(C)O3)[CH:29]=2)[NH:24][CH:23]=1.C([O-])([O-])=O.[Na+].[Na+]>C1(C)C=CC=CC=1.CCO.C1C=CC([P]([Pd]([P](C2C=CC=CC=2)(C2C=CC=CC=2)C2C=CC=CC=2)([P](C2C=CC=CC=2)(C2C=CC=CC=2)C2C=CC=CC=2)[P](C2C=CC=CC=2)(C2C=CC=CC=2)C2C=CC=CC=2)(C2C=CC=CC=2)C2C=CC=CC=2)=CC=1>[CH:18]([N:4]1[CH:5]=[C:6]([C:7]2[CH:12]=[CH:11][N:10]=[C:9]([NH:13][CH2:14][C@@H:15]([OH:17])[CH3:16])[N:8]=2)[C:2]([C:28]2[CH:29]=[C:30]3[C:22]([CH3:21])=[CH:23][NH:24][C:25]3=[N:26][CH:27]=2)=[N:3]1)([CH3:20])[CH3:19] |f:2.3.4,^1:59,61,80,99|. Reported procedure: To a solution of (2S)-1-(4-(3-iodo-1-isopropyl-1H-pyrazol-4-yl)pyrimidin-2-ylamino)propan-2-ol (9) (0.65 g, 1.7 mmol) in toluene (21 mL) and EtOH (7 mL) were added 3-methyl-5-(4,4,5,5-tetramethyl-1,3,2-dioxaborolan-2-yl)-1H-pyrrolo[2,3-b]pyridine 21 (0.7 g, 2.37 mmol in theory) and 2 N aq. Na2CO3 (2.5 mL). The resulting mixture was degassed under N2 for 2 minutes. Then Pd(PPh3)4 (0.19 g, 0.17 mmol) was added and the mixture was degassed again. The reaction was heated to 80-90° C. and stirred ove... The reactants are FC(C(=O)O)(F)F.ClC1=CC(=CC=2SC(=CC21)S(=O)(=O)N[C@@H]2C(N(CC2)CC=2C=C(C(=N)N)C=CC2)=O)Cl (3-[3-(S)-(4,6-dichlorobenzo[b]thiophene-2-sulfonylamino)-2-oxo-pyrrolidin-1-ylmethyl]-benzamidine trifluoroacetate), CN1CCCCC1 (N-methyl piperidine), ClC(=O)OCC(Cl)(Cl)Cl (trichloroethyl chloroformate). Run in CCOC(=O)C (EtOAc), C(Cl)Cl.CN(C)C=O (CH2Cl2 DMF). Run at time 16 hour. The product is ClC(COC(NC(=N)C1=CC(=CC=C1)CN1C([C@H](CC1)NS(=O)(=O)C1=CC2=C(S1)C=C(C=C2Cl)Cl)=O)=O)(Cl)Cl (([3-[3-(S)-(4,6-Dichlorobenzo[b]thiophene-2-sulfonylamino)-2-oxo-pyrrolidin-1-ylmethyl]-phenyl]-iminomethyl)-carbamic acid 2,2.2-trichloroethyl ester). Yield: 75.0%. As a reaction SMILES: FC(F)(F)C(O)=O.[Cl:8][C:9]1[C:17]2[CH:16]=[C:15]([S:18]([NH:21][C@H:22]3[CH2:26][CH2:25][N:24]([CH2:27][C:28]4[CH:29]=[C:30]([CH:34]=[CH:35][CH:36]=4)[C:31]([NH2:33])=[NH:32])[C:23]3=[O:37])(=[O:20])=[O:19])[S:14][C:13]=2[CH:12]=[C:11]([Cl:38])[CH:10]=1.CN1CCCCC1.Cl[C:47]([O:49][CH2:50][C:51]([Cl:54])([Cl:53])[Cl:52])=[O:48]>C(Cl)Cl.CN(C=O)C.CCOC(C)=O>[Cl:52][C:51]([Cl:54])([Cl:53])[CH2:50][O:49][C:47](=[O:48])[NH:32][C:31]([C:30]1[CH:34]=[CH:35][CH:36]=[C:28]([CH2:27][N:24]2[CH2:25][CH2:26][C@H:22]([NH:21][S:18]([C:15]3[S:14][C:13]4[CH:12]=[C:11]([Cl:38])[CH:10]=[C:9]([Cl:8])[C:17]=4[CH:16]=3)(=[O:19])=[O:20])[C:23]2=[O:37])[CH:29]=1)=[NH:33] |f:0.1,4.5|. Procedure details: To a solution of 3-[3-(S)-(4,6-dichlorobenzo[b]thiophene-2-sulfonylamino)-2-oxo-pyrrolidin-1-ylmethyl]-benzamidine trifluoroacetate (0.25 g, 0.40 mmol), prepared as in EXAMPLE 14, Part E, in 4 mL of CH2Cl2 :DMF (10:1) is added N-methyl piperidine (0.12 g, 1.2 mmol) followed by trichloroethyl chloroformate (0.93 g, 0.44 mmol). The solution is stirred for 16 h. After this time, the solution is diluted with EtOAc. The organic layer is washed with 1N HCl, H2O, saturated NaCl. The organic layer is dr... Reported procedure: In a 250 mL round-bottomed flask, 2-methyl-propane-2-sulfinic acid [1-(1-methyl-1H-imidazol-2-yl)-ethyl]-amide (700 mg, 3.05 mmol) was combined with methanol at 0° C. to give a colorless solution. Hydrogen chloride (4.0 M in 1,4-dioxane, 10 ml, 40.0 mmol) was added. The reaction mixture was stirred at 0° C. for 2 h then concentrated in vacuo to provide 1-(1-methyl-1H-imidazol-2-yl)-ethylamine dihydrochloride. 1H NMR (300 MHz, DMSO-d6): δ 9.28 (bs, 1H), 7.67 (bs, 2H), 4.92 (bs, 1H), 3.93 (bd, 1H)... Solvent: CO (methanol). As a reaction SMILES: [CH3:1][N:2]1[CH:6]=[CH:5][N:4]=[C:3]1[CH:7]([NH:9]S(C(C)(C)C)=O)[CH3:8].[ClH:16]>CO>[ClH:16].[ClH:16].[CH3:1][N:2]1[CH:6]=[CH:5][N:4]=[C:3]1[CH:7]([NH2:9])[CH3:8] |f:3.4.5|. Reaction conditions: temperature 0 celsius, time 2 hour. The reactants are CN1C(=NC=C1)C(C)NS(=O)C(C)(C)C (2-methyl-propane-2-sulfinic acid [1-(1-methyl-1H-imidazol-2-yl)-ethyl]-amide), Cl (Hydrogen chloride). Product: Cl.Cl.CN1C(=NC=C1)C(C)N (1-(1-methyl-1H-imidazol-2-yl)-ethylamine dihydrochloride). Reactants: Cl[O-].[Na+] (sodium hypochlorite), Cl (hydrochloric acid), FC(C1=C(C=CC=C1)O)(F)F (2-trifluoromethylphenol), [OH-].[Na+] (sodium hydroxide), [I-].[Na+] (sodium iodide). Solvent: [Cl-].[Na+].O (brine), CO (methanol). Yields the product IC1=CC(=C(C=C1)O)C(F)(F)F (4-iodo-2-(trifluoromethyl)phenol). Reaction SMILES: [F:1][C:2]([F:11])([F:10])[C:3]1[CH:8]=[CH:7][CH:6]=[CH:5][C:4]=1[OH:9].[OH-].[Na+].[I-:14].[Na+].Cl[O-].[Na+].Cl>CO.[Cl-].[Na+].O>[I:14][C:7]1[CH:6]=[CH:5][C:4]([OH:9])=[C:3]([C:2]([F:10])([F:11])[F:1])[CH:8]=1 |f:1.2,3.4,5.6,9.10.11|. Procedure: A solution of 2-trifluoromethylphenol (10 g, 61.7 mmol) in methanol (125 mL) at room temperature was treated with sodium hydroxide (13.87 g, 93 mmol) and stirred until homogeneous. The mixture was cooled in an ice bath and sodium iodide (2.96 g, 74 mmol) was added portionwise followed by the addition of 10% sodium hypochlorite (84 mL, 136 mmol) dropwise, dividing these reagents into 3 portions and adding them sequentially over 30 minutes. The solution was then adjusted to pH 1 by dropwise additi...